This data is from the Open Reaction Database (ORD), a public repository of structured organic reaction records. The task is: describe an organic reaction: reactants, conditions, products, and yield Starting materials: ClCCCC(=O)N1CCCOC2=C1C=CC=C2 (5-(4-chlorobutyryl)-2,3,4,5-tetrahydro-1,5-benzoxazepine), FC1=CC=C(C=C1)CC1=CC=C(C=C1)N1CCNCC1 (1-[4-(4-fluorophenyl)methylphenyl]piperazine). Yields the product FC1=CC=C(C=C1)CC1=CC=C(C=C1)N1CCN(CC1)CCCC(=O)N1CCCOC2=C1C=CC=C2 (5-[4-(4-(4-(4-fluorophenyl)methylphenyl)piperazin-1-yl)butyryl]-2,3,4,5-tetrahydro-1,5-benzoxazepine). RXN SMILES: Cl[CH2:2][CH2:3][CH2:4][C:5]([N:7]1[C:13]2[CH:14]=[CH:15][CH:16]=[CH:17][C:12]=2[O:11][CH2:10][CH2:9][CH2:8]1)=[O:6].[F:18][C:19]1[CH:24]=[CH:23][C:22]([CH2:25][C:26]2[CH:31]=[CH:30][C:29]([N:32]3[CH2:37][CH2:36][NH:35][CH2:34][CH2:33]3)=[CH:28][CH:27]=2)=[CH:21][CH:20]=1>>[F:18][C:19]1[CH:20]=[CH:21][C:22]([CH2:25][C:26]2[CH:31]=[CH:30][C:29]([N:32]3[CH2:33][CH2:34][N:35]([CH2:2][CH2:3][CH2:4][C:5]([N:7]4[C:13]5[CH:14]=[CH:15][CH:16]=[CH:17][C:12]=5[O:11][CH2:10][CH2:9][CH2:8]4)=[O:6])[CH2:36][CH2:37]3)=[CH:28][CH:27]=2)=[CH:23][CH:24]=1. Reported procedure: The compound (16) synthesized in Reference Example 16 and the compound (5) synthesized in Reference Example 5 were used to produce the above compound in the same way as Example 1. Reactants: CN(C)C=O, Cc1nnc(S)s1, ClCBr, [H-], [Na+], O. The product is Cc1nnc(SCCl)s1. Reaction SMILES: [CH3:13][N:14]([CH3:15])[CH:16]=[O:17].[CH3:1][c:2]1[s:3][c:4]([SH:7])[n:5][n:6]1.[Cl:10][CH2:11][Br:12].[H-:8].[Na+:9].[OH2:18]>>[CH3:1][c:2]1[s:3][c:4]([S:7][CH2:11][Cl:10])[n:5][n:6]1. Starting materials: COc1cc(Cl)ccc1CBr, C1COCCN1, Cc1ccccc1. Product: COc1cc(Cl)ccc1CN1CCOCC1. As a reaction SMILES: [Br:1][CH2:2][c:3]1[c:4]([O:10][CH3:11])[cH:5][c:6]([Cl:9])[cH:7][cH:8]1.[CH2:12]1[CH2:13][O:14][CH2:15][CH2:16][NH:17]1.[CH3:18][c:19]1[cH:20][cH:21][cH:22][cH:23][cH:24]1>>[CH2:2]([c:3]1[c:4]([O:10][CH3:11])[cH:5][c:6]([Cl:9])[cH:7][cH:8]1)[N:17]1[CH2:12][CH2:13][O:14][CH2:15][CH2:16]1. Reactants: C=C(C)C(=O)Cl, C1CCOC1, O=C(O)CCCCCCCCCCCO, c1ccncc1. Product: C=C(C)C(=O)OCCCCCCCCCCCC(=O)O. As a reaction SMILES: [C:22]([C:23](=[CH2:24])[CH3:25])(=[O:26])[Cl:27].[O:28]1[CH2:29][CH2:30][CH2:31][CH2:32]1.[OH:1][CH2:2][CH2:3][CH2:4][CH2:5][CH2:6][CH2:7][CH2:8][CH2:9][CH2:10][CH2:11][CH2:12][C:13]([OH:14])=[O:15].[cH:16]1[cH:17][cH:18][n:19][cH:20][cH:21]1>>[O:1]([CH2:2][CH2:3][CH2:4][CH2:5][CH2:6][CH2:7][CH2:8][CH2:9][CH2:10][CH2:11][CH2:12][C:13]([OH:14])=[O:15])[C:22]([C:23](=[CH2:24])[CH3:25])=[O:26]. The reactants are Cl (Hydrochloric acid), FC1=C(C=CC=C1)C1=CC(=CN1S(=O)(=O)C1=CC(=CC=C1)S(=O)(=O)C)C=O (5-(2-Fluorophenyl)-1-{[3-(methylsulfonyl)phenyl]sulfonyl}-1H-pyrrole-3-carbaldehyde), CO.CN (methylamine methanol), [BH4-].[Na+] (Sodium borohydride), C(O)([O-])=O.[Na+] (sodium hydrogencarbonate). The solvent is CO (methanol). Run at time 30 minute. Yields the product Cl.FC1=C(C=CC=C1)C1=CC(=CN1S(=O)(=O)C1=CC(=CC=C1)S(=O)(=O)C)CNC (1-[5-(2-Fluorophenyl)-1-{[3-(methylsulfonyl)phenyl]sulfonyl}-1H-pyrrol-3-yl]-N-methylmethanamine hydrochloride). The yield is 65.0%. Reaction SMILES: [F:1][C:2]1[CH:7]=[CH:6][CH:5]=[CH:4][C:3]=1[C:8]1[N:12]([S:13]([C:16]2[CH:21]=[CH:20][CH:19]=[C:18]([S:22]([CH3:25])(=[O:24])=[O:23])[CH:17]=2)(=[O:15])=[O:14])[CH:11]=[C:10]([CH:26]=O)[CH:9]=1.CO.[CH3:30][NH2:31].[BH4-].[Na+].[ClH:34].C(=O)([O-])O.[Na+]>CO>[ClH:34].[F:1][C:2]1[CH:7]=[CH:6][CH:5]=[CH:4][C:3]=1[C:8]1[N:12]([S:13]([C:16]2[CH:21]=[CH:20][CH:19]=[C:18]([S:22]([CH3:25])(=[O:24])=[O:23])[CH:17]=2)(=[O:15])=[O:14])[CH:11]=[C:10]([CH2:26][NH:31][CH3:30])[CH:9]=1 |f:1.2,3.4,6.7,9.10|. Reported procedure: 5-(2-Fluorophenyl)-1-{[3-(methylsulfonyl)phenyl]sulfonyl}-1H-pyrrole-3-carbaldehyde (550 mg) was dissolved in methanol (55 mL), 40% methylamine methanol solution (1.05 g) was added at room temperature, and the mixture was stirred for 30 min. Sodium borohydride (154 mg) was added at room temperature, and the mixture was stirred for 10 min. 1 mol/L Hydrochloric acid (100 mL) was added, and the mixture was stirred for 5 min. The reaction mixture was alkalized with a saturated aqueous sodium hydroge... Reactants: FC(C1=CC(=NC=2N1N=CC2C(=O)O)C2=CC=C(C=C2)C(F)(F)F)F (7-difluoromethyl-5-(4-trifluoromethyl-phenyl)-pyrazolo[1,5-a]pyrimidine-3-carboxylic acid), OCC(C)(C)NS(=O)(=O)C=1SC(=C(C1)N)C (4-amino-5-methyl-thiophene-2-sulfonic acid (2-hydroxy-1,1-dimethyl-ethyl)-amide). The product is OCC(C)(C)NS(=O)(=O)C1=CC(=C(S1)C)NC(=O)C=1C=NN2C1N=C(C=C2C(F)F)C2=CC=C(C=C2)C(F)(F)F (7-Difluoromethyl-5-(4-trifluoromethyl-phenyl)-pyrazolo[1,5-a]pyrimidine-3-carboxylic acid [5-(2-hydroxy-1,1-dimethyl-ethylsulfamoyl)-2-methyl-thiophen-3-yl]-amide). As a reaction SMILES: [F:1][CH:2]([F:25])[C:3]1[N:8]2[N:9]=[CH:10][C:11]([C:12](O)=[O:13])=[C:7]2[N:6]=[C:5]([C:15]2[CH:20]=[CH:19][C:18]([C:21]([F:24])([F:23])[F:22])=[CH:17][CH:16]=2)[CH:4]=1.[OH:26][CH2:27][C:28]([NH:31][S:32]([C:35]1[S:36][C:37]([CH3:41])=[C:38]([NH2:40])[CH:39]=1)(=[O:34])=[O:33])([CH3:30])[CH3:29]>>[OH:26][CH2:27][C:28]([NH:31][S:32]([C:35]1[S:36][C:37]([CH3:41])=[C:38]([NH:40][C:12]([C:11]2[CH:10]=[N:9][N:8]3[C:3]([CH:2]([F:1])[F:25])=[CH:4][C:5]([C:15]4[CH:16]=[CH:17][C:18]([C:21]([F:24])([F:22])[F:23])=[CH:19][CH:20]=4)=[N:6][C:7]=23)=[O:13])[CH:39]=1)(=[O:34])=[O:33])([CH3:30])[CH3:29]. Reported procedure: The title compound was prepared from 7-difluoromethyl-5-(4-trifluoromethyl-phenyl)-pyrazolo[1,5-a]pyrimidine-3-carboxylic acid (example C.1) and 4-amino-5-methyl-thiophene-2-sulfonic acid (2-hydroxy-1,1-dimethyl-ethyl)-amide (example B.12) according to general procedure II. Yellow solid. MS (ISP) 602.2 [(M−H)−]; mp 180° C. Reported procedure: Sodium methoxide (13.5 g, 250 mmol) is added to a solution of the above crude residue 90 in dichloromethane/methanol (540 ml, 1/1). After stirring for 1 h, the reaction medium is diluted with dichloromethane (500 ml) and then washed with aqueous 3% hydrochloric acid solution and water. After drying, filtration and concentration, the residue is purified on silica to give compound 91 (10.5 g, 59% over two steps). Solvent: ClCCl.CO (dichloromethane methanol), ClCCl (dichloromethane). Run at time 1 hour. The yield is 59.0%. As a reaction SMILES: C[O-].[Na+].[CH3:4][O:5][C:6]1[CH:11]=[CH:10][C:9]([O:12][C@@H:13]2[C@H:18]3[CH2:19][O:20][C@H:16]([O:17]3)[C@@H:15]([O:21]C(=O)C3C=CC=CC=3)[C@H:14]2[O:30][CH3:31])=[CH:8][CH:7]=1>ClCCl.CO.ClCCl>[CH3:4][O:5][C:6]1[CH:7]=[CH:8][C:9]([O:12][C@@H:13]2[C@H:18]3[CH2:19][O:20][C@H:16]([O:17]3)[C@@H:15]([OH:21])[C@H:14]2[O:30][CH3:31])=[CH:10][CH:11]=1 |f:0.1,3.4|. Product: COC1=CC=C(C=C1)O[C@H]1[C@@H]([C@@H]([C@H]2O[C@@H]1CO2)O)OC (1,6-Anhydro-4-O-p-methoxyphenyl-3-O-methyl-β-D-mannopyranose). Starting materials: C[O-].[Na+] (Sodium methoxide), COC1=CC=C(C=C1)O[C@H]1[C@@H]([C@@H]([C@H]2O[C@@H]1CO2)OC(C2=CC=CC=C2)=O)OC (1,6-Anhydro-4-O-p-methoxyphenyl-3-O-methyl-2-O-benzoyl-β-D-mannopyranose).